The task is: describe an organic reaction: reactants, conditions, products, and yield. This data is from the Open Reaction Database (ORD), a public repository of structured organic reaction records. The reactants are C(C)OC(C(C)C)=O (2-methyl-propanoic acid ethyl ester), C1(=CC=CC=C1)CN1CCC(CC1)=O (1-phenylmethyl-4-piperidinone), C(CCC)[Li] (butyllithium), CC(C)NC(C)C (N-(1-methylethyl)-2-propanamine). Run in O1CCCC1 (tetrahydrofuran), O1CCCC1 (tetrahydrofuran), O1CCCC1 (tetrahydrofuran). Reaction conditions: temperature -70 celsius. Yields the product C(C)OC(C(C1(CCN(CC1)CC1=CC=CC=C1)O)(C)C)=O (1-phenylmethyl-α,α-dimethyl-4-hydroxy-4-piperidine-acetic Acid Ethyl Ester). Isolated yield 74.8%. RXN SMILES: C([Li])CCC.CC(NC(C)C)C.[CH2:13]([O:15][C:16](=[O:20])[CH:17]([CH3:19])[CH3:18])[CH3:14].[C:21]1([CH2:27][N:28]2[CH2:33][CH2:32][C:31](=[O:34])[CH2:30][CH2:29]2)[CH:26]=[CH:25][CH:24]=[CH:23][CH:22]=1>O1CCCC1>[CH2:13]([O:15][C:16](=[O:20])[C:17]([CH3:19])([CH3:18])[C:31]1([OH:34])[CH2:32][CH2:33][N:28]([CH2:27][C:21]2[CH:22]=[CH:23][CH:24]=[CH:25][CH:26]=2)[CH2:29][CH2:30]1)[CH3:14]. Procedure details: 125 ml of 1.6M butyllithium was added dropwise to a solution of 18.5 g (0.18 mole) of N-(1-methylethyl)-2-propanamine in 75 ml of tetrahydrofuran, cooled to a temperature of -70° C. The mixture was stirred for ten minutes at this temperature then 17.5 g ( 0.15 mole ) of 2-methyl-propanoic acid ethyl ester in solution in 70 ml of tetrahydrofuran was added, keeping the temperature at -70° C. After stirring for one hour at this temperature, a solution of 26 g (0.14 mole) of 1-phenylmethyl-4-piperid... Reactants: C(\C=C\C)(=O)[O-] (crotonate), C(\C=C\C)(=O)OCC (ethyl trans-crotonate), CC1C(C1)C(=O)[O-] (2-methylcyclo-propanecarboxylate). The solvent is CS(=O)C (DMSO). Conditions: temperature 17.5 celsius. Yields the product CC1C(C1)C(=O)OCC (ethyl 2-methylcyclopropanecarboxylate). Yield: 26.8%. RXN SMILES: [C:1]([O:6][CH2:7][CH3:8])(=[O:5])/[CH:2]=[CH:3]/[CH3:4].[C:9]([O-])(=O)/C=C/C.CC1CC1C([O-])=O>CS(C)=O>[CH3:4][CH:3]1[CH2:9][CH:2]1[C:1]([O:6][CH2:7][CH3:8])=[O:5]. Procedure: To a solution of ethyl trans-crotonate (1.20 kg, 1.31 L, 1.00 equivalent) in DMSO (3.00 L) at ambient temperature is added the above preformed ylide solution over 30 min, while the temperature of the reaction mixture is maintained at about 15-20° C. The progress of the reaction is followed by analysis by gas chromatography (GC, conditions below) until only a small amount of residual crotonate relative to the 2-methylcyclo-propanecarboxylate is observed (about 20-24 h). The reaction mixture is sp... Starting materials: ClC1=CC=C(S1)C(=O)NC[C@@H]1OC(N2C3=C(OC[C@H]21)C=C(C=C3)C3=C(C=CC=C3)S(=O)(=O)NC(C)(C)C)=O (5-chloro-N-(((3S,3aS)-1-oxo-7-(2-t-butylaminosulfonylphenyl)-1,3,3a,4-tetrahydrobenzo[b]oxazolo[3,4-d][1,4]oxazin-3-yl)methyl)thiophene-2-carboxamide), CC(OCC)=O (EA). Run in C(=O)(C(F)(F)F)O (TFA). Run at temperature 40 celsius, time 2 hour. Yields the product ClC1=CC=C(S1)C(=O)NC[C@@H]1OC(N2C3=C(OC[C@H]21)C=C(C=C3)C3=C(C=CC=C3)S(=O)(=O)N)=O (5-chloro-N-(((3S,3aS)-1-oxo-7-(2-aminosulfonylphenyl)-1,3,3a,4-tetrahydrobenzo[b]oxazolo[3,4-d][1,4]oxazin-3-yl)methyl)thiophene-2-carboxamide). Yield: 81.4%. As a reaction SMILES: [Cl:1][C:2]1[S:6][C:5]([C:7]([NH:9][CH2:10][C@H:11]2[C@H:19]3[N:14]([C:15]4[CH:23]=[CH:22][C:21]([C:24]5[CH:29]=[CH:28][CH:27]=[CH:26][C:25]=5[S:30]([NH:33]C(C)(C)C)(=[O:32])=[O:31])=[CH:20][C:16]=4[O:17][CH2:18]3)[C:13](=[O:38])[O:12]2)=[O:8])=[CH:4][CH:3]=1.CC(=O)OCC>C(O)(C(F)(F)F)=O>[Cl:1][C:2]1[S:6][C:5]([C:7]([NH:9][CH2:10][C@H:11]2[C@H:19]3[N:14]([C:15]4[CH:23]=[CH:22][C:21]([C:24]5[CH:29]=[CH:28][CH:27]=[CH:26][C:25]=5[S:30]([NH2:33])(=[O:31])=[O:32])=[CH:20][C:16]=4[O:17][CH2:18]3)[C:13](=[O:38])[O:12]2)=[O:8])=[CH:4][CH:3]=1. Procedure: Compound 5-chloro-N-(((3S,3aS)-1-oxo-7-(2-t-butylaminosulfonylphenyl)-1,3,3a,4-tetrahydrobenzo[b]oxazolo[3,4-d][1,4]oxazin-3-yl)methyl)thiophene-2-carboxamide (124 mg, 0.215 mmol) was dissolved in 2 ml of TFA. The resulting mixture was heated to 40° C. and agitated for 2 h. TLC (PE/EA=1/1) was employed to monitor the reaction. After the reaction completed, TFA was evaporated, and the remainder was diluted by 20 ml of EA, washed with 8 ml of water and 8 ml of saturated saline solution for one tim... Reactants: C(=C)C=1NC=2C(=NC=CC2)N1 (vinylimidazo[4,5-b]pyridine), I(=O)(=O)(=O)[O-].[Na+] (sodium periodate), O1CCOCC1 (1,4-dioxane). The reagents and catalysts are [Os](=O)(=O)(=O)=O (osmium tetroxide). Solvent: O (water), C(C)(=O)OCC (ethyl acetate), O (water). Conditions: time 22.5 minute. Yields the product C(=O)C=1NC=2C(=NC=CC2)N1 (formylimidazo[4,5-b]pyridine). Reaction SMILES: [CH:1]([C:3]1[NH:4][C:5]2[C:6]([N:11]=1)=[N:7][CH:8]=[CH:9][CH:10]=2)=C.I([O-])(=O)(=O)=[O:13].[Na+].O1CCOCC1>O.C(OCC)(=O)C.[Os](=O)(=O)(=O)=O>[CH:1]([C:3]1[NH:4][C:5]2[C:6]([N:11]=1)=[N:7][CH:8]=[CH:9][CH:10]=2)=[O:13] |f:1.2|. Reported procedure: A mixture of vinylimidazo[4,5-b]pyridine (1 eq.), osmium tetroxide (0.1 eq.), sodium periodate (3-4 eq.), 1,4-dioxane (30 ml/mmol), and water (25 ml/mmol) is stirred for 15-30 min at ambient temperature. The resulting slurry is diluted with even amounts of water and ethyl acetate. After filtration through Celite®, the organic phase is dried over sodium sulfate, concentrated in vacuo and purified via flash chromatography to yield the respective formylimidazo[4,5-b]pyridine. The reactants are ClCCCCOC1=C(C=CC=C1)C=1N=C(SC1)C1=CC=CC=C1 (4-(4-chlorobutoxyphenyl)-2-phenylthiazole), N1C=NC=C1 (imidazole). Yields the product free base, N1(C=NC=C1)CCCCOC1=C(C=CC=C1)C=1N=C(SC1)C1=CC=CC=C1 (4-[4-(1H-Imidazol-1-yl)butoxyphenyl]-2-phenylthiazole). The yield is 53.0%. RXN SMILES: Cl[CH2:2][CH2:3][CH2:4][CH2:5][O:6][C:7]1[CH:12]=[CH:11][CH:10]=[CH:9][C:8]=1[C:13]1[N:14]=[C:15]([C:18]2[CH:23]=[CH:22][CH:21]=[CH:20][CH:19]=2)[S:16][CH:17]=1.[NH:24]1[CH:28]=[CH:27][N:26]=[CH:25]1>>[N:24]1([CH2:2][CH2:3][CH2:4][CH2:5][O:6][C:7]2[CH:12]=[CH:11][CH:10]=[CH:9][C:8]=2[C:13]2[N:14]=[C:15]([C:18]3[CH:23]=[CH:22][CH:21]=[CH:20][CH:19]=3)[S:16][CH:17]=2)[CH:28]=[CH:27][N:26]=[CH:25]1. Reported procedure: The title compound was prepared as described in Example 13, starting with 4-(4-chlorobutoxyphenyl)-2-phenylthiazole (7.8 g, 18 mmol) and using imidazole (3.8 g, 55 mmol) in place of dibutylamine to produce 3.6 g (53% yield) of the free base of the title compound which was converted to the HCl salt, mp 178°-180° C. IR(KBr): 3500, 2720, 1615 cm-1, MS: 376(MH+). 1H NMR (CD3OD): δ9.00 (s, 1H), 8.03-6.96 (m, 12H), 4.38 (t, J=6.0 Hz, 2H), 4.09 (t, J=6.0 Hz, 2H), 2.22-1.79 (m, 4H).